Dataset: the Open Reaction Database (ORD), a public repository of structured organic reaction records. Task: describe an organic reaction: reactants, conditions, products, and yield Reactants: ClC1(SC=C(N1)Cl)S(=O)(=O)Cl (2,4-dichlorothiazole-sulphonyl chloride), C(C)(C)N (isopropylamine). Product: C(C)(C)NS(=O)(=O)C1(SC=C(N1)Cl)Cl (N-isopropyl-2,4-dichlorothiazole-sulphonamide). As a reaction SMILES: [Cl:1][C:2]1([S:8](Cl)(=[O:10])=[O:9])[NH:6][C:5]([Cl:7])=[CH:4][S:3]1.[CH:12]([NH2:15])([CH3:14])[CH3:13]>>[CH:12]([NH:15][S:8]([C:2]1([Cl:1])[NH:6][C:5]([Cl:7])=[CH:4][S:3]1)(=[O:10])=[O:9])([CH3:14])[CH3:13]. Reported procedure: In analogy to Example 2, the N-isopropyl-2,4-dichlorothiazole-sulphonamide was prepared by reacting 2,4-dichlorothiazole-sulphonyl chloride from Example 1 with 65% strength aqueous isopropylamine solution. The reactants are CSC=1N=CC2=C(N1)CCNC2 (2-(methylsulfanyl)-5,6,7,8-tetrahydropyrido[4,3-d]-pyrimidine), BrC=1C=NC=C(C(=O)NC2=CC(=CC=C2)C(F)(F)F)C1 (5-bromo-N-(3-(trifluoromethyl)phenyl)nicotinamide). Yields the product CSC=1N=CC2=C(N1)CCN(C2)C=2C=NC=C(C(=O)NC1=CC(=CC=C1)C(F)(F)F)C2 (5-(2-Methylsulfanyl-7,8-dihydro-5H-pyrido[4,3-d]pyrimidin-6-yl)-N-(3-trifluoromethyl-phenyl)-nicotinamide). RXN SMILES: [CH3:1][S:2][C:3]1[N:4]=[CH:5][C:6]2[CH2:12][NH:11][CH2:10][CH2:9][C:7]=2[N:8]=1.Br[C:14]1[CH:15]=[N:16][CH:17]=[C:18]([CH:32]=1)[C:19]([NH:21][C:22]1[CH:27]=[CH:26][CH:25]=[C:24]([C:28]([F:31])([F:30])[F:29])[CH:23]=1)=[O:20]>>[CH3:1][S:2][C:3]1[N:4]=[CH:5][C:6]2[CH2:12][N:11]([C:14]3[CH:15]=[N:16][CH:17]=[C:18]([CH:32]=3)[C:19]([NH:21][C:22]3[CH:27]=[CH:26][CH:25]=[C:24]([C:28]([F:31])([F:29])[F:30])[CH:23]=3)=[O:20])[CH2:10][CH2:9][C:7]=2[N:8]=1. Procedure: In a manner similar to that described for Example 138, 2-(methylsulfanyl)-5,6,7,8-tetrahydropyrido[4,3-d]-pyrimidine and 5-bromo-N-(3-(trifluoromethyl)phenyl)nicotinamide were converted to the title compound. Reactants: FC=1C=C([C@@H](C(=O)O)O)C=C(C1)F ((S)-3,5-difluoromandelic acid), Cl.N[C@@H](C(C)C)C(=O)NN1C2=C(C3=C(C(C1=O)C)C=CC(=C3)F)C=CC=C2 (5-(L-Valinyl)amino-10-fluoro-7-methyl-5,7-dihydro-6H-dibenz[b,d]azepin-6-one Hydrochloride). The product is FC=1C=C([C@@H](C(=O)N[C@@H](C(C)C)C(=O)NN2C3=C(C4=C(C(C2=O)C)C=CC(=C4)F)C=CC=C3)O)C=C(C1)F (5-{N′—[(S)-3,5-Difluoromandelyl]-L-valinyl}amino 10-fluoro-7-methyl-5,7-dihydro-6H-dibenz[b,d]azepin-6-one). As a reaction SMILES: [F:1][C:2]1[CH:3]=[C:4]([CH:10]=[C:11]([F:13])[CH:12]=1)[C@H:5]([OH:9])[C:6]([OH:8])=O.Cl.[NH2:15][C@H:16]([C:20]([NH:22][N:23]1[C:29](=[O:30])[CH:28]([CH3:31])[C:27]2[CH:32]=[CH:33][C:34]([F:36])=[CH:35][C:26]=2[C:25]2[CH:37]=[CH:38][CH:39]=[CH:40][C:24]1=2)=[O:21])[CH:17]([CH3:19])[CH3:18]>>[F:13][C:11]1[CH:10]=[C:4]([CH:3]=[C:2]([F:1])[CH:12]=1)[C@H:5]([OH:9])[C:6]([NH:15][C@H:16]([C:20]([NH:22][N:23]1[C:29](=[O:30])[CH:28]([CH3:31])[C:27]2[CH:32]=[CH:33][C:34]([F:36])=[CH:35][C:26]=2[C:25]2[CH:37]=[CH:38][CH:39]=[CH:40][C:24]1=2)=[O:21])[CH:17]([CH3:19])[CH3:18])=[O:8] |f:1.2|. Procedure details: Following General Procedure D and using (S)-3,5-difluoromandelic acid (Example L) and 5-(L-valinyl)-amino-10-fluoro-7-methyl-5,7-dihydro-6H-dibenz[b,d]azepin-6-one hydrochloride (Example 7-W), the title compound was prepared. The product was purified by chromatography (silica, 2.5% MeOH/CHCl3). Reactants: C(C)(C)(C)OC(=O)N1CC(OCC1)C1=CC=C(C=C1)O (2-(4-hydroxy-phenyl)-morpholine-4-carboxylic acid tert-butyl ester), IC1=C(C(=CC=C1)C)C (1-iodo-2,3-dimethyl-benzene), N1=C(C=CC=C1)C(=O)O (picolinic acid), [O-]P(=O)([O-])[O-].[K+].[K+].[K+] (K3PO4). Reagents/catalysts: [Cu]I (CuI). Solvent: CS(=O)C (DMSO), [Cl-].[Na+].O (brine). Run at temperature 90 celsius. Yields the product C(C)(C)(C)OC(=O)N1CC(OCC1)C1=CC=C(C=C1)OC1=C(C(=CC=C1)C)C (2-[4-(2,3-dimethyl-phenoxy)-phenyl]-morpholine-4-carboxylic acid tert-butyl ester). As a reaction SMILES: [C:1]([O:5][C:6]([N:8]1[CH2:13][CH2:12][O:11][CH:10]([C:14]2[CH:19]=[CH:18][C:17]([OH:20])=[CH:16][CH:15]=2)[CH2:9]1)=[O:7])([CH3:4])([CH3:3])[CH3:2].I[C:22]1[CH:27]=[CH:26][CH:25]=[C:24]([CH3:28])[C:23]=1[CH3:29].N1C=CC=CC=1C(O)=O.[O-]P([O-])([O-])=O.[K+].[K+].[K+]>CS(C)=O.[Cl-].[Na+].O.[Cu]I>[C:1]([O:5][C:6]([N:8]1[CH2:13][CH2:12][O:11][CH:10]([C:14]2[CH:15]=[CH:16][C:17]([O:20][C:22]3[CH:27]=[CH:26][CH:25]=[C:24]([CH3:28])[C:23]=3[CH3:29])=[CH:18][CH:19]=2)[CH2:9]1)=[O:7])([CH3:4])([CH3:2])[CH3:3] |f:3.4.5.6,8.9.10|. Procedure details: To a degassed solution of 2-(4-hydroxy-phenyl)-morpholine-4-carboxylic acid tert-butyl ester (10.23 g; 36.6 mmol), and 1-iodo-2,3-dimethyl-benzene (10.62 g; 45.8 mmol) in DMSO (50 mL), was added picolinic acid (0.90 g; 7.3 mmol), CuI (0.70 g; 3.7 mmol) and K3PO4 (15.55 g; 73.3 mmol). The resulting mixture was heated overnight, at 90° C. After cooling to RT, brine was added and the mixture extracted with CH2Cl2. The combined organic layers were dried (Na2SO4), filtered and concentrated in vacuo. ... Reaction conditions: time 1 day. RXN SMILES: [CH3:1][C:2]([C:4]1[CH:9]=[CH:8][C:7]([Cl:10])=[C:6]([N+:11]([O-])=O)[CH:5]=1)=[O:3].O.O.[Sn](Cl)(Cl)(Cl)Cl.[OH-].[NH4+]>Cl.O>[C:2]([C:4]1[CH:9]=[CH:8][C:7]([Cl:10])=[C:6]([NH:11][C:4]2[CH:9]=[CH:8][CH:7]=[CH:6][CH:5]=2)[CH:5]=1)(=[O:3])[CH3:1] |f:1.2.3,4.5|. Isolated yield 83.0%. The product is C(C)(=O)C=1C=CC(=C(C1)NC1=CC=CC=C1)Cl (5-Acetyl-2-chloro-phenylaniline), crystal. Procedure details: To a stirred solution of 4-chloro-3-nitroacetophenone (10 g, 50 mmol) in concentracted hydrochloric acid (150 mL) was added tin chloride dihydrate (33.8 g, 150 mmol). The mixture was stirred at room temperature for one day, basified with 28% of ammonium hydroxide and diluted with water (1 L). The aqueous solution was extracted with methylene chloride. The organic phase was dried over MgSO4 and concentrated. Recrystallization from CH2Cl2/hexanes gave the title compound as a yellowish crystal (7.0... Reactants: CC(=O)C1=CC(=C(C=C1)Cl)[N+](=O)[O-] (4-chloro-3-nitroacetophenone), O.O.[Sn](Cl)(Cl)(Cl)Cl (tin chloride dihydrate), [OH-].[NH4+] (ammonium hydroxide). Solvent: Cl (hydrochloric acid), O (water). Reactants: C1CCOC1, COC(=O)c1ccc2ccccc2c1NCCCc1ccccc1, CO, [Na+], [OH-]. Yields the product O=C(O)c1ccc2ccccc2c1NCCCc1ccccc1. As a reaction SMILES: [CH2:29]1[O:30][CH2:31][CH2:32][CH2:33]1.[CH3:1][O:2][C:3](=[O:4])[c:5]1[c:6]([NH:15][CH2:16][CH2:17][CH2:18][c:19]2[cH:20][cH:21][cH:22][cH:23][cH:24]2)[c:7]2[cH:8][cH:9][cH:10][cH:11][c:12]2[cH:13][cH:14]1.[CH3:27][OH:28].[Na+:26].[OH-:25]>>[O:2]=[C:3]([OH:4])[c:5]1[c:6]([NH:15][CH2:16][CH2:17][CH2:18][c:19]2[cH:20][cH:21][cH:22][cH:23][cH:24]2)[c:7]2[cH:8][cH:9][cH:10][cH:11][c:12]2[cH:13][cH:14]1. The reactants are C(C(C)(C)C)OC(=O)Cl (Neopentylchloroformate), NC1=C(C=C(C=C1)C1=CN(C=2N=CN=C(C21)N)C2CCCC2)OC (5-(4-amino-3-methoxyphenyl)-7-cyclopentyl-7H-pyrrolo[2,3-d]pyrimidin-4-amine). The solvent is N1=CC=CC=C1 (pyridine), ClCCl (dichloromethane). Reaction conditions: time 10 minute. Product: NC=1C2=C(N=CN1)N(C=C2C2=CC(=C(C=C2)NC(OCC(C)(C)C)=O)OC)C2CCCC2 (neopentyl N-[4-(4-amino-7-cyclopentyl-7H-pyrrolo[2,3-d]pyrimidin-5-yl)-2-methoxyphenyl]carbamate). As a reaction SMILES: [CH2:1]([O:6][C:7](Cl)=[O:8])[C:2]([CH3:5])([CH3:4])[CH3:3].[NH2:10][C:11]1[CH:16]=[CH:15][C:14]([C:17]2[C:25]3[C:24]([NH2:26])=[N:23][CH:22]=[N:21][C:20]=3[N:19]([CH:27]3[CH2:31][CH2:30][CH2:29][CH2:28]3)[CH:18]=2)=[CH:13][C:12]=1[O:32][CH3:33]>N1C=CC=CC=1.ClCCl>[NH2:26][C:24]1[C:25]2[C:17]([C:14]3[CH:15]=[CH:16][C:11]([NH:10][C:7](=[O:8])[O:6][CH2:1][C:2]([CH3:5])([CH3:4])[CH3:3])=[C:12]([O:32][CH3:33])[CH:13]=3)=[CH:18][N:19]([CH:27]3[CH2:28][CH2:29][CH2:30][CH2:31]3)[C:20]=2[N:21]=[CH:22][N:23]=1. Procedure: Neopentylchloroformate (28 uL, 0.186 mmol) was added dropwise to a stirring solution of 5-(4-amino-3-methoxyphenyl)-7-cyclopentyl-7H-pyrrolo[2,3-d]pyrimidin-4-amine (50 mg, 0.155 mmol) in pyridine (1 mL) and dichloromethane (1 mL) under nitrogen at 0° C. After 10 minutes, the ice water bath was removed and the resulting mixture was stirred for 4 hours. The solvent was evaporated and the residue was taken into ethyl acetate. The organic layer was washed, dried and evaporated. The solid was purifi... Solvent: CO (methanol). Reactants: C(C1=CC=CC=C1)OC=1C=C2C=CNC2=CC1OC (5-Benzyloxy-6-methoxyindole). RXN SMILES: C([O:8][C:9]1[CH:10]=[C:11]2[C:15](=[CH:16][C:17]=1[O:18][CH3:19])[NH:14][CH:13]=[CH:12]2)C1C=CC=CC=1>CO.[Pd]>[OH:8][C:9]1[CH:10]=[C:11]2[C:15](=[CH:16][C:17]=1[O:18][CH3:19])[NH:14][CH:13]=[CH:12]2. Reported procedure: 5-Benzyloxy-6-methoxyindole (253 mg, 1.0 mmol) was hydrogenated at 1 atmosphere pressure in methanol (10 ml) with 10% palladium on carbon (50 mg) for 2 hours at 25° C. The catalyst was filtered off and the filtrate evaporated to give 5-hydroxy-6-methoxylindole (141 mg, 87%). Product: OC=1C=C2C=CNC2=CC1OC (5-hydroxy-6-methoxylindole). Reagents/catalysts: [Pd] (palladium on carbon). Yield: 86.4%.